Dataset: the Open Reaction Database (ORD), a public repository of structured organic reaction records. Task: describe an organic reaction: reactants, conditions, products, and yield The reactants are COC(=O)c1sc(-n2cnc(Nc3ccccc3)n2)cc1OC(C)c1ccccc1Cl, CCOCC, CO, N. The product is CC(Oc1cc(-n2cnc(Nc3ccccc3)n2)sc1C(N)=O)c1ccccc1Cl. Reaction SMILES: [CH3:1][O:2][C:3](=[O:4])[c:5]1[s:6][c:7](-[n:20]2[n:21][c:22]([NH:25][c:26]3[cH:27][cH:28][cH:29][cH:30][cH:31]3)[n:23][cH:24]2)[cH:8][c:9]1[O:10][CH:11]([CH3:12])[c:13]1[c:14]([Cl:19])[cH:15][cH:16][cH:17][cH:18]1.[CH3:32][CH2:33][O:34][CH2:35][CH3:36].[CH3:38][OH:39].[NH3:37]>>[O:2]=[C:3]([c:5]1[s:6][c:7](-[n:20]2[n:21][c:22]([NH:25][c:26]3[cH:27][cH:28][cH:29][cH:30][cH:31]3)[n:23][cH:24]2)[cH:8][c:9]1[O:10][CH:11]([CH3:12])[c:13]1[c:14]([Cl:19])[cH:15][cH:16][cH:17][cH:18]1)[NH2:37]. The reactants are FC(CO)(C(F)F)F (2,2,3,3-tetrafluoropropanol), [H-].[Na+] (sodium hydride), ClC1=NC=C(C(=O)OC)C=C1 (methyl 6-chloronicotinate). Yields the product FC(COC1=NC=C(C(=O)OC)C=C1)(C(F)F)F (methyl 6-(2,2,3,3-tetrafluoropropoxy)nicotinate). RXN SMILES: [F:1][C:2]([F:8])([CH:5]([F:7])[F:6])[CH2:3][OH:4].[H-].[Na+].Cl[C:12]1[CH:21]=[CH:20][C:15]([C:16]([O:18][CH3:19])=[O:17])=[CH:14][N:13]=1>>[F:1][C:2]([F:8])([CH:5]([F:7])[F:6])[CH2:3][O:4][C:12]1[CH:21]=[CH:20][C:15]([C:16]([O:18][CH3:19])=[O:17])=[CH:14][N:13]=1 |f:1.2|. Reported procedure: In a similar manner to that described in Reference example 1(c), a reaction was carried out using 2,2,3,3-tetrafluoropropanol (5.23 ml), sodium hydride (55% suspension in oil, 1.91 g) and methyl 6-chloronicotinate (5.00 g) and treated to afford crude methyl 6-(2,2,3,3-tetrafluoropropoxy)nicotinate (5.42 g) as a colorless oil. In a similar manner to that described in Example 2, a reaction was carried out using the crude product described above (2.70 g) and aqueous sodium hydroxide solution (2N, 1... Reactants: C(C1=CC=CC=C1)C(CC(=O)C1=CC(=C(C=C1)Cl)Cl)C1=NN=NN1CC1=CC=C(C=C1)OC (5-[1-benzyl-3-(3,4-dichlorophenyl)-3-oxo-propyl]-1(4-methoxybenzyl)-1H-tetrazole), C(=O)(C(F)(F)F)O (TFA). The solvent is O (water). Conditions: time 40 hour. The product is C(C1=CC=CC=C1)C(CC(=O)C1=CC(=C(C=C1)Cl)Cl)C1=NN=NN1 (5-[1-benzyl-3-(3,4-dichlorophenyl)-3-oxo-propyl]-1H-tetrazole), solid. Isolated yield 50.0%. As a reaction SMILES: [CH2:1]([CH:8]([C:20]1[N:24](CC2C=CC(OC)=CC=2)[N:23]=[N:22][N:21]=1)[CH2:9][C:10]([C:12]1[CH:17]=[CH:16][C:15]([Cl:18])=[C:14]([Cl:19])[CH:13]=1)=[O:11])[C:2]1[CH:7]=[CH:6][CH:5]=[CH:4][CH:3]=1.C(O)(C(F)(F)F)=O>O>[CH2:1]([CH:8]([C:20]1[NH:24][N:23]=[N:22][N:21]=1)[CH2:9][C:10]([C:12]1[CH:17]=[CH:16][C:15]([Cl:18])=[C:14]([Cl:19])[CH:13]=1)=[O:11])[C:2]1[CH:7]=[CH:6][CH:5]=[CH:4][CH:3]=1. Procedure details: 5-[1-benzyl-3-(3,4-dichlorophenyl)-3-oxo-propyl]-1(4-methoxybenzyl)-1H-tetrazole (1.6 g, 3.3 mmol), from the previous step) and TFA (20 ml) were mixed and stirred at room temperature under nitrogen atmosphere for 40 hours. The mixture was diluted with water (100 ml) and extracted with methylene chloride (3×200 ml). The organic layers were combined, washed with water (2×100 ml), brine (1×100 ml) and dried over anhydrous sodium sulphate. The solvent was removed under vacuum and the residue was fla... The reactants are C1(O)=CC=C(O)C=C1 (Hydroquinone), C=1(C(=CC=CC1)C=1C(=CC=CC1)O)O (Biphenol), COC=1C(COC(OCC=2C(OC)=CC=CC2)=O)=CC=CC1 (Bis-(methylsalicyl)carbonate). Yields the product C=1(C(=CC=CC1)C=1C(=CC=CC1)O)O.C1(O)=CC=C(O)C=C1 (Biphenol Hydroquinone). Reaction SMILES: [C:1]1([CH:8]=[CH:7][C:5]([OH:6])=[CH:4][CH:3]=1)[OH:2].[C:9]1([OH:22])[C:10]([C:15]2[C:16]([OH:21])=[CH:17][CH:18]=[CH:19][CH:20]=2)=[CH:11][CH:12]=[CH:13][CH:14]=1.COC1C(=CC=CC=1)COC(=O)OCC1C(=CC=CC=1)OC>>[C:16]1([OH:21])[C:15]([C:10]2[C:9]([OH:22])=[CH:14][CH:13]=[CH:12][CH:11]=2)=[CH:20][CH:19]=[CH:18][CH:17]=1.[C:1]1([CH:8]=[CH:7][C:5]([OH:6])=[CH:4][CH:3]=1)[OH:2] |f:3.4|. Procedure: Start: Charge Hydroquinone, Biphenol and Bis-(methylsalicyl)carbonate to vessel blanketed with nitrogen. The reaction profile and comments are as follows: Reactants: O (water), [BH4-].[Na+] (Sodium borohydride), CC1=C(N=C(O1)C1=CC=CC=C1)COC1=NC=C(C=O)C=C1 (6-(5-methyl-2-phenyl-4-oxazolylmethoxy)nicotinaldehyde), CO (methanol). The solvent is O1CCCC1 (tetrahydrofuran). Reaction conditions: time 30 minute. The product is CC1=C(N=C(O1)C1=CC=CC=C1)COC1=CC=C(C=N1)CO (6-(5-methyl-2-phenyl-4-oxazolylmethoxy)-3-pyridylmethanol). RXN SMILES: [BH4-].[Na+].[CH3:3][C:4]1[O:8][C:7]([C:9]2[CH:14]=[CH:13][CH:12]=[CH:11][CH:10]=2)=[N:6][C:5]=1[CH2:15][O:16][C:17]1[CH:24]=[CH:23][C:20]([CH:21]=[O:22])=[CH:19][N:18]=1.CO.O>O1CCCC1>[CH3:3][C:4]1[O:8][C:7]([C:9]2[CH:14]=[CH:13][CH:12]=[CH:11][CH:10]=2)=[N:6][C:5]=1[CH2:15][O:16][C:17]1[N:18]=[CH:19][C:20]([CH2:21][OH:22])=[CH:23][CH:24]=1 |f:0.1|. Procedure: Sodium borohydride (835 mg) was added gradually to a solution of 6-(5-methyl-2-phenyl-4-oxazolylmethoxy)nicotinaldehyde (13.0 g) in tetrahydrofuran (150 ml)-methanol (10 ml) at 0° C. After stirring for 30 minutes, water was added to the reaction mixture, which was extracted with ethyl acetate. The organic layer was washed with water, dried over anhydrous magnesium sulfate and concentrated to obtain crystals of 6-(5-methyl-2-phenyl-4-oxazolylmethoxy)-3-pyridylmethanol. This was recrystallized fro...